Dataset: the Open Reaction Database (ORD), a public repository of structured organic reaction records. Task: describe an organic reaction: reactants, conditions, products, and yield Starting materials: CC(=O)OC(C)=O, COC(=O)Cc1ccc(C(F)(F)F)cc1[N+](=O)[O-], Cc1ccccc1. Product: COC(=O)Cc1ccc(C(F)(F)F)cc1NC(C)=O. Reaction SMILES: [CH3:19][C:20](=[O:21])[O:22][C:23](=[O:24])[CH3:25].[CH3:1][O:2][C:3]([CH2:4][c:5]1[c:6]([N+:15]([O-:16])=[O:17])[cH:7][c:8]([C:11]([F:12])([F:13])[F:14])[cH:9][cH:10]1)=[O:18].[CH3:26][c:27]1[cH:28][cH:29][cH:30][cH:31][cH:32]1>>[CH3:1][O:2][C:3]([CH2:4][c:5]1[c:6]([NH:15][C:20]([CH3:19])=[O:21])[cH:7][c:8]([C:11]([F:12])([F:13])[F:14])[cH:9][cH:10]1)=[O:18]. Starting materials: C(C)(=O)O[C@H]1[C@@H](O[C@@H]([C@H]([C@@H]1OC(C)=O)OC(C)=O)COC(C)=O)OC1=NNC(=C1CC1=C(C=C(C=C1)OCCCN)C)C(C)C (3-(2,3,4,6-tetra-O-acetyl-β-D-glucopyranosyloxy)-4-{[4-(3-aminopropoxy)-2-methylphenyl]methyl}-5-isopropyl-1H-pyrazole), OCCN1CCNCC1 (1-(2-hydroxyethyl)piperazine), NCCN1CCOCC1 (4-(2-aminoethyl)morpholine). Yields the product [C@@H]1([C@H](O)[C@@H](O)[C@H](O)[C@H](O1)CO)OC1=NNC(=C1CC1=C(C=C(C=C1)OCCCNC(=O)N1CCN(CC1)CCO)C)C(C)C (3-(β-D-Glucopyranosyloxy)-4-{[4-(3-{[4-(2-hydroxyethyl)-piperazin-1-yl]carbonylamino}propoxy)-2-methylphenyl]-methyl}-5-isopropyl-1H-pyrazole). As a reaction SMILES: C([O:4][C@@H:5]1[C@@H:10]([O:11]C(=O)C)[C@H:9]([O:15]C(=O)C)[C@@H:8]([CH2:19][O:20]C(=O)C)[O:7][C@H:6]1[O:24][C:25]1[C:29]([CH2:30][C:31]2[CH:36]=[CH:35][C:34]([O:37][CH2:38][CH2:39][CH2:40][NH2:41])=[CH:33][C:32]=2[CH3:42])=[C:28]([CH:43]([CH3:45])[CH3:44])[NH:27][N:26]=1)(=O)C.[OH:46][CH2:47][CH2:48][N:49]1[CH2:54][CH2:53][NH:52][CH2:51][CH2:50]1.NCCN1CC[O:61][CH2:60]C1>>[C@@H:6]1([O:24][C:25]2[C:29]([CH2:30][C:31]3[CH:36]=[CH:35][C:34]([O:37][CH2:38][CH2:39][CH2:40][NH:41][C:60]([N:52]4[CH2:53][CH2:54][N:49]([CH2:48][CH2:47][OH:46])[CH2:50][CH2:51]4)=[O:61])=[CH:33][C:32]=3[CH3:42])=[C:28]([CH:43]([CH3:45])[CH3:44])[NH:27][N:26]=2)[O:7][C@H:8]([CH2:19][OH:20])[C@@H:9]([OH:15])[C@H:10]([OH:11])[C@H:5]1[OH:4]. Reported procedure: The title compound was prepared in a similar manner to that described in Example 19 using 3-(2,3,4,6-tetra-O-acetyl-β-D-glucopyranosyloxy)-4-{[4-(3-aminopropoxy)-2-methylphenyl]methyl}-5-isopropyl-1H-pyrazole and 1-(2-hydroxyethyl)piperazine instead of 3-(2,3,4,6-tetra-O-acetyl-β-D-glucopyranosyloxy)-4-{[4-(3-aminopropoxy)phenyl]methyl}-5-isopropyl-1H-pyrazole and 4-(2-aminoethyl)morpholine, respectively. Reactants: Cl (hydrochloric acid), B(F)(F)F.CCOCC (Boron trifluoride etherate), ClC=1C=C2C(=CNC2=CC1)C(CCC(=O)OC)=O (methyl 4-(5-chloroindol-3-yl)-4-oxobutyrate), [BH4-].[Na+] (sodium borohydride). The solvent is C(C)(=O)OCC (ethyl acetate), O1CCCC1 (tetrahydrofuran), CC(=O)C (acetone). Run at temperature 25 celsius, time 3 hour. The product is ClC=1C=C2C(=CNC2=CC1)CCCC(=O)OC (methyl 4-(5-chloroindol-3-yl)butyrate). The yield is 34.8%. RXN SMILES: B(F)(F)F.CCOCC.[Cl:10][C:11]1[CH:12]=[C:13]2[C:17](=[CH:18][CH:19]=1)[NH:16][CH:15]=[C:14]2[C:20](=O)[CH2:21][CH2:22][C:23]([O:25][CH3:26])=[O:24].[BH4-].[Na+].Cl>O1CCCC1.C(OCC)(=O)C.CC(C)=O>[Cl:10][C:11]1[CH:12]=[C:13]2[C:17](=[CH:18][CH:19]=1)[NH:16][CH:15]=[C:14]2[CH2:20][CH2:21][CH2:22][C:23]([O:25][CH3:26])=[O:24] |f:0.1,3.4|. Procedure: Boron trifluoride etherate (4.2 ml) was added to a mixture of methyl 4-(5-chloroindol-3-yl)-4-oxobutyrate (3.00 g) and sodium borohydride (0.855 g) in tetrahydrofuran (100 ml) at 25° C. over 20 minutes. After the mixture was stirred at 25° C. for 3 hours, acetone (5 ml) was added. The reaction mixture was poured into a mixture of ethyl acetate and 1N hydrochloric acid. The organic layer was separated, washed with water and brine, and dried over magnesium sulfate. After evaporation of solvent, th... The reactants are C=1(C(=CC=CC1)S(=O)(=O)Cl)C (Toluene sulfonyl chloride), N1=CC=CC=C1 (pyridine), C(=O)(OC(C)(C)C)N1CCC(CC1)CO (N-Boc-4-piperidinemethanol). Solvent: C(Cl)(Cl)Cl (chloroform). Yields the product C(C)(C)(C)OC(=O)N1CCC(CC1)COS(=O)(=O)C1=CC=C(C=C1)C (4-(Toluene-4-sulfonyloxymethyl)-piperidine-1-carboxylic acid tert-butyl ester). As a reaction SMILES: [C:1]([N:8]1[CH2:13][CH2:12][CH:11]([CH2:14][OH:15])[CH2:10][CH2:9]1)([O:3][C:4]([CH3:7])([CH3:6])[CH3:5])=[O:2].[C:16]1(C)[C:17]([S:22](Cl)(=[O:24])=[O:23])=[CH:18][CH:19]=[CH:20][CH:21]=1.N1C=CC=C[CH:28]=1>C(Cl)(Cl)Cl>[C:4]([O:3][C:1]([N:8]1[CH2:13][CH2:12][CH:11]([CH2:14][O:15][S:22]([C:17]2[CH:16]=[CH:21][C:20]([CH3:28])=[CH:19][CH:18]=2)(=[O:23])=[O:24])[CH2:10][CH2:9]1)=[O:2])([CH3:7])([CH3:6])[CH3:5]. Procedure details: A solution of N-Boc-4-piperidinemethanol, 5.0 g (23.2 mmol) in chloroform, 50 mL, was prepared. Toluene sulfonyl chloride, 5.75 g (30.2 mmol), in 5.6 mL of pyridine (69.6 mmol) was added. The solution was stirred under nitrogen allowed to stir for 24 hours. Standard workup and chromatographic purification provided the title compound. Yield 6.0 g Reactants: COC1=C(C=O)C=C(C=C1)OC(F)(F)F (2-methoxy-5-trifluoromethoxybenzaldehyde), C([O-])(O)=O.[Na+] (sodium bicarbonate), B(Br)(Br)Br (boron tribromide), C(=O)=O.CC(=O)C (dry ice acetone). Solvent: O (water), ClCCl (dichloromethane). Reaction conditions: time 1 hour. Yields the product OC1=C(C=O)C=C(C=C1)OC(F)(F)F (2-Hydroxy-5-trifluoromethoxybenzaldehyde). Yield: 69.3%. Reaction SMILES: C[O:2][C:3]1[CH:10]=[CH:9][C:8]([O:11][C:12]([F:15])([F:14])[F:13])=[CH:7][C:4]=1[CH:5]=[O:6].B(Br)(Br)Br.C(=O)=O.CC(C)=O.C(=O)(O)[O-].[Na+]>O.ClCCl>[OH:2][C:3]1[CH:10]=[CH:9][C:8]([O:11][C:12]([F:13])([F:14])[F:15])=[CH:7][C:4]=1[CH:5]=[O:6] |f:2.3,4.5|. Reported procedure: Under a nitrogen atmosphere, in a round-bottom flask were placed 300 mg (1.4 mmol) of 2-methoxy-5-trifluoromethoxybenzaldehyde and 30 ml of dichloromethane. To the system, cooled in a dry ice acetone bath, were added 0.26 ml (2.7 mmol) of boron tribromide (BBr3) over a period of ca. 1 minute. The reaction mixture was stirred for 1 hour, the dry ice/acetone bath was replaced with an ice bath and the mixture was stirred for 1 hour. To the system were added slowly 10 ml of saturated aqueous sodium ... Reactants: C(C)(C)C1N(CCC(C1)=O)C(=O)OCC1=CC=CC=C1 (Benzyl 2-isopropyl-4-oxopiperidine-1-carboxylate), O.NN (hydrazine hydrate), N1CCC(CC1)=O (piperidin-4-one), ClC1=CC=C(C=C1)C1N(CCC(C1)=O)C(=O)OCC1=CC=CC=C1 (benzyl 2-(4-chlorophenyl)-4-oxopiperidine-1-carboxylate), C(C)(C)[Mg]Cl (isopropylmagnesium chloride). Product: C(C)(C)C1CC2=C(CN1C(=O)OCC1=CC=CC=C1)C=NN2 (benzyl 6-isopropyl-6,7-dihydro-1H-pyrazolo[4,3-c]pyridine-5(4H)-carboxylate). As a reaction SMILES: [CH:1]([CH:4]1[CH2:9][C:8](=O)[CH2:7][CH2:6][N:5]1[C:11]([O:13][CH2:14][C:15]1[CH:20]=[CH:19][CH:18]=[CH:17][CH:16]=1)=[O:12])([CH3:3])[CH3:2].ClC1C=CC(C2CC(=O)CC[N:29]2[C:35](OCC2C=CC=CC=2)=O)=CC=1.C([Mg]Cl)(C)C.O.NN.[NH:53]1CCC(=O)CC1>>[CH:1]([CH:4]1[N:5]([C:11]([O:13][CH2:14][C:15]2[CH:20]=[CH:19][CH:18]=[CH:17][CH:16]=2)=[O:12])[CH2:6][C:7]2[CH:35]=[N:29][NH:53][C:8]=2[CH2:9]1)([CH3:3])[CH3:2] |f:3.4|. Reported procedure: Benzyl 2-isopropyl-4-oxopiperidine-1-carboxylate, prepared as described for compound 67 in Example 3 using isopropylmagnesium chloride, was formylated and treated with hydrazine hydrate as described for compound 50 in Example 1 to give benzyl 6-isopropyl-6,7-dihydro-1H-pyrazolo[4,3-c]pyridine-5(4H)-carboxylate. This compound was then deprotected and treated with 4-chlorophenylsulfonyl chloride followed by NaOH as described for compound 52 in Example 1. Starting materials: [OH-].[K+] (potassium hydroxide), C(C)(C)(C)N=NC(C)(C)Cl (2-t-butylazo-2-chloropropane), mercaptan, Cl[O-].[Na+] (sodium hypochlorite), C(CC)S (1-propanethiol), [OH-].[Na+] (NaOH). The solvent is CO (methanol), O (water), O (water). Conditions: time 0.5 hour. Yields the product C(C)(C)(C)N=NC(C)(C)SCCC (2-t-butylazo-2-propylthiopropane). The yield is 90.7%. As a reaction SMILES: [OH-].[K+].Cl[O-].[Na+].[CH2:6]([SH:9])[CH2:7][CH3:8].[C:10]([N:14]=[N:15][C:16](Cl)([CH3:18])[CH3:17])([CH3:13])([CH3:12])[CH3:11].[OH-].[Na+]>O.CO>[C:10]([N:14]=[N:15][C:16]([S:9][CH2:6][CH2:7][CH3:8])([CH3:18])[CH3:17])([CH3:13])([CH3:12])[CH3:11] |f:0.1,2.3,6.7|. Procedure details: To 200 ml. of a methanol solution containing 18.2 grams (0.275 moles) of 85% potassium hydroxide pellets in a 11/2 liter jacketed reactor equipped with a mechanical stirrer, thermometer, condenser connected to a bubbler filled with sodium hypochlorite, was added 20.0 grams (0.263 moles) of 1-propanethiol from a pressure equalizing dropping funnel. After the addition of the mercaptan the reaction mixture was stirred for an additional 1/2 hour and then 45.5 grams (0.25 moles) of 88.9% 2-t-butylazo...